From a dataset of the Open Reaction Database (ORD), a public repository of structured organic reaction records. describe an organic reaction: reactants, conditions, products, and yield Reactants: O=C1CCC(N2Cc3c(OCc4ccc(CBr)cc4)cccc3C2=O)C(=O)N1, CCS(=O)(=O)N1CCNCC1, CC#N, CCOC(C)=O, CCN(C(C)C)C(C)C, Cl, [Na+], O=C([O-])O. The product is CCS(=O)(=O)N1CCN(Cc2ccc(COc3cccc4c3CN(C3CCC(=O)NC3=O)C4=O)cc2)CC1. RXN SMILES: [Br:22][CH2:23][c:24]1[cH:25][cH:26][c:27]([CH2:28][O:29][c:30]2[c:31]3[c:35]([cH:36][cH:37][cH:38]2)[C:34](=[O:39])[N:33]([CH:40]2[C:41](=[O:47])[NH:42][C:43](=[O:46])[CH2:44][CH2:45]2)[CH2:32]3)[cH:48][cH:49]1.[CH2:2]([CH3:3])[S:4](=[O:5])(=[O:6])[N:7]1[CH2:8][CH2:9][NH:10][CH2:11][CH2:12]1.[CH3:55][C:56]#[N:57].[CH3:58][CH2:59][O:60][C:61]([CH3:62])=[O:63].[CH:13]([N:14]([CH2:15][CH3:16])[CH:17]([CH3:18])[CH3:19])([CH3:20])[CH3:21].[ClH:1].[Na+:54].[O-:50][C:51]([OH:52])=[O:53]>>[CH2:2]([CH3:3])[S:4](=[O:5])(=[O:6])[N:7]1[CH2:8][CH2:9][N:10]([CH2:23][c:24]2[cH:25][cH:26][c:27]([CH2:28][O:29][c:30]3[c:31]4[c:35]([cH:36][cH:37][cH:38]3)[C:34](=[O:39])[N:33]([CH:40]3[C:41](=[O:47])[NH:42][C:43](=[O:46])[CH2:44][CH2:45]3)[CH2:32]4)[cH:48][cH:49]2)[CH2:11][CH2:12]1. Reactants: [Cl-].[NH4+] (ammonium chloride), [BH4-].[Na+] (Sodium borohydride), FC=1C(=NC=CN1)C1=CC(CCC1)=O (3-(3-fluoropyrazin-2-yl)cyclohex-2-enone). The solvent is CO (MeOH). Conditions: time 30 minute. Yields the product FC=1C(=NC=CN1)[C@H]1C[C@H](CCC1)O ((rac)-cis-3-(3-fluoropyrazin-2-yl)cyclohexanol), FC=1C(=NC=CN1)[C@@H]1C[C@H](CCC1)O ((rac)-trans-3-(3-fluoropyrazin-2-yl)cyclohexanol). As a reaction SMILES: [BH4-].[Na+].[F:3][C:4]1[C:5]([C:10]2[CH2:15][CH2:14][CH2:13][C:12](=[O:16])[CH:11]=2)=[N:6][CH:7]=[CH:8][N:9]=1.[Cl-].[NH4+]>CO>[F:3][C:4]1[C:5]([C@@H:10]2[CH2:15][CH2:14][CH2:13][C@H:12]([OH:16])[CH2:11]2)=[N:6][CH:7]=[CH:8][N:9]=1.[F:3][C:4]1[C:5]([C@H:10]2[CH2:15][CH2:14][CH2:13][C@H:12]([OH:16])[CH2:11]2)=[N:6][CH:7]=[CH:8][N:9]=1 |f:0.1,3.4|. Procedure details: Sodium borohydride (295 mg, 7.80 mmol) was added was added portion wise to a solution of 3-(3-fluoropyrazin-2-yl)cyclohex-2-enone (500 mg, 2.60 mmol) in MeOH (15 ml) at RT. After completion of the addition the reaction mixture was stirred at RT for 30 minutes. It was then cooled in an ice-water bath, saturated aqueous ammonium chloride (25 ml) was added drop wise, and the resulting mixture was extracted with EtOAc (2×100 ml). The combined organic layers were washed with brine and dried over sodi... As a reaction SMILES: [CH3:35][CH2:36][OH:37].[Cl:20][c:21]1[n:22][cH:23][n:24][c:25]2[cH:26][c:27]([O:33][CH3:34])[c:28]([O:31][CH3:32])[cH:29][c:30]12.[NH2:1][c:2]1[cH:3][c:4]2[c:5]([n:6][c:7]([NH:9][C:10]([c:11]3[cH:12][cH:13][n:14][cH:15][cH:16]3)=[O:17])[s:8]2)[cH:18][cH:19]1>>[NH:1]([c:2]1[cH:3][c:4]2[c:5]([n:6][c:7]([NH:9][C:10]([c:11]3[cH:12][cH:13][n:14][cH:15][cH:16]3)=[O:17])[s:8]2)[cH:18][cH:19]1)[c:21]1[n:22][cH:23][n:24][c:25]2[cH:26][c:27]([O:33][CH3:34])[c:28]([O:31][CH3:32])[cH:29][c:30]12. Product: COc1cc2ncnc(Nc3ccc4nc(NC(=O)c5ccncc5)sc4c3)c2cc1OC. The reactants are CCO, COc1cc2ncnc(Cl)c2cc1OC, Nc1ccc2nc(NC(=O)c3ccncc3)sc2c1. The product is O=C(CCC(=O)c1ccccc1)OCc1cccc(Oc2ccccc2)c1. As a reaction SMILES: [C:14](=[O:15])([O-:16])[O-:17].[C:1]([c:2]1[cH:3][cH:4][cH:5][cH:6][cH:7]1)(=[O:8])[CH2:9][CH2:10][C:11](=[O:12])[OH:13].[CH3:36][N:37]([CH3:38])[CH:39]=[O:40].[K+:18].[K+:19].[O:20]([c:21]1[cH:22][cH:23][cH:24][cH:25][cH:26]1)[c:27]1[cH:28][c:29]([CH2:30][Br:31])[cH:32][cH:33][cH:34]1.[OH2:35]>>[C:1]([c:2]1[cH:3][cH:4][cH:5][cH:6][cH:7]1)(=[O:8])[CH2:9][CH2:10][C:11](=[O:12])[O:13][CH2:30][c:29]1[cH:28][c:27]([O:20][c:21]2[cH:22][cH:23][cH:24][cH:25][cH:26]2)[cH:34][cH:33][cH:32]1. Reactants: O=C([O-])[O-], O=C(O)CCC(=O)c1ccccc1, CN(C)C=O, [K+], [K+], BrCc1cccc(Oc2ccccc2)c1, O. The reactants are CC(C)(C)c1cc(Br)cc(C(C)(C)C)c1O, O=C([O-])[O-], COS(=O)(=O)OC, CC(C)=O, [K+], [K+]. Yields the product COc1c(C(C)(C)C)cc(Br)cc1C(C)(C)C. Reaction SMILES: [Br:1][c:2]1[cH:3][c:4]([C:13]([CH3:14])([CH3:15])[CH3:16])[c:5]([OH:12])[c:6]([C:8]([CH3:9])([CH3:10])[CH3:11])[cH:7]1.[C:17](=[O:18])([O-:19])[O-:20].[CH3:23][O:24][S:25]([O:26][CH3:27])(=[O:28])=[O:29].[CH3:30][C:31](=[O:32])[CH3:33].[K+:21].[K+:22]>>[Br:1][c:2]1[cH:3][c:4]([C:13]([CH3:14])([CH3:15])[CH3:16])[c:5]([O:12][CH3:17])[c:6]([C:8]([CH3:9])([CH3:10])[CH3:11])[cH:7]1. Reactants: BrC1=CC=C(C(=N1)C(NC)=O)NC1=NC(=NC=C1C(F)(F)F)NC1=C(C=C(CP(OCC)(O)=O)C=C1)OC (ethyl hydrogen (4-{[4-{[6-bromo-2-(methylcarbamoyl)pyridin-3-yl]amino}-5-(trifluoromethyl)pyrimidin-2-yl]amino}-3-methoxybenzyl)phosphonate), BrC1=CC=C(C(=N1)C(NC)=O)NC1=NC(=NC=C1C(F)(F)F)NC1=C(C(=C(CP(OCC)(OCC)=O)C=C1)Cl)OC (diethyl (4-{[4-{[6-bromo-2-(methylcarbamoyl)pyridin-3-yl]amino}-5-(trifluoromethyl)pyrimidin-2-yl]amino}-2-chloro-3-methoxybenzyl)phosphonate), BrC1=CC=C(C(=N1)C(NC)=O)NC1=NC(=NC=C1C(F)(F)F)NC1=C(C(=C(CP(OCC)(OCC)=O)C=C1)Cl)OC (diethyl (4-{[4-{[6-bromo-2-(methylcarbamoyl)pyridin-3-yl]amino}-5-(trifluoromethyl)pyrimidin-2-yl]amino}-2-chloro-3-methoxybenzyl)phosphonate). Yields the product BrC1=CC=C(C(=N1)C(NC)=O)NC1=NC(=NC=C1C(F)(F)F)NC1=C(C(=C(CP(OCC)(O)=O)C=C1)Cl)OC (Ethyl hydrogen (4-{[4-{[6-bromo-2-(methylcarbamoyl)pyridin-3-yl]amino}-5-(trifluoromethyl)pyrimidin-2-yl]amino}-2-chloro-3-methoxybenzyl)phosphonate). RXN SMILES: BrC1N=C(C(=O)NC)C(NC2C(C(F)(F)F)=CN=C(NC3C=CC(CP(=O)(O)OCC)=CC=3OC)N=2)=CC=1.[Br:39][C:40]1[N:45]=[C:44]([C:46](=[O:49])[NH:47][CH3:48])[C:43]([NH:50][C:51]2[C:56]([C:57]([F:60])([F:59])[F:58])=[CH:55][N:54]=[C:53]([NH:61][C:62]3[CH:76]=[CH:75][C:65]([CH2:66][P:67](=[O:74])([O:71]CC)[O:68][CH2:69][CH3:70])=[C:64]([Cl:77])[C:63]=3[O:78][CH3:79])[N:52]=2)=[CH:42][CH:41]=1>>[Br:39][C:40]1[N:45]=[C:44]([C:46](=[O:49])[NH:47][CH3:48])[C:43]([NH:50][C:51]2[C:56]([C:57]([F:59])([F:58])[F:60])=[CH:55][N:54]=[C:53]([NH:61][C:62]3[CH:76]=[CH:75][C:65]([CH2:66][P:67](=[O:71])([OH:74])[O:68][CH2:69][CH3:70])=[C:64]([Cl:77])[C:63]=3[O:78][CH3:79])[N:52]=2)=[CH:42][CH:41]=1. Procedure details: Prepared analogously to Compound 38C with diethyl (4-{[4-{[6-bromo-2-(methylcarbamoyl)pyridin-3-yl]amino}-5-(trifluoromethyl)pyrimidin-2-yl]amino}-2-chloro-3-methoxybenzyl)phosphonate (Compound 54C). MS (ESI): m/z 653.03/655.02 [M+H]+. UPLC: tR=0.98 min (UPLC-TOF: polar—2 min).